describe an organic reaction: reactants, conditions, products, and yield From a dataset of the Open Reaction Database (ORD), a public repository of structured organic reaction records. Starting materials: CC#CC(=O)O, O=C([O-])O, N#Cc1cnc2ccc(N)cc2c1Nc1cccc(Br)c1, [Na+], C1CCOC1. Product: CC#CC(=O)Nc1ccc2ncc(C#N)c(Nc3cccc(Br)c3)c2c1. As a reaction SMILES: [C:1]([C:2]#[C:3][CH3:4])(=[O:5])[OH:6].[C:28](=[O:29])([OH:30])[O-:31].[NH2:7][c:8]1[cH:9][c:10]2[c:11]([NH:20][c:21]3[cH:22][c:23]([Br:27])[cH:24][cH:25][cH:26]3)[c:12]([C:18]#[N:19])[cH:13][n:14][c:15]2[cH:16][cH:17]1.[Na+:32].[O:33]1[CH2:34][CH2:35][CH2:36][CH2:37]1>>[C:1]([C:2]#[C:3][CH3:4])(=[O:6])[NH:7][c:8]1[cH:9][c:10]2[c:11]([NH:20][c:21]3[cH:22][c:23]([Br:27])[cH:24][cH:25][cH:26]3)[c:12]([C:18]#[N:19])[cH:13][n:14][c:15]2[cH:16][cH:17]1. Reactants: CS(=O)(=O)N1CCOC2=C1C=C(C=C2)C=2CCC(NN2)=O (6-(3,4-Dihydro-4-methanesulfonyl-1,4(2H)-benzoxazin-6-yl)-2,3,4,5-tetrahydropyridazin-3-one), C(C=C)Br (allyl bromide). Product: CS(=O)(=O)N1CCOC2=C1C=C(C=C2)C=2CCC(N(N2)CC=C)=O (6-(3,4-Dihydro-4-methanesulfonyl-1,4(2H)-benzoxazin-6-yl)-2,3,4,5-tetrahydro-2-(2-propenyl)pyridazin-3-one). As a reaction SMILES: [CH3:1][S:2]([N:5]1[C:10]2[CH:11]=[C:12]([C:15]3[CH2:16][CH2:17][C:18](=[O:21])[NH:19][N:20]=3)[CH:13]=[CH:14][C:9]=2[O:8][CH2:7][CH2:6]1)(=[O:4])=[O:3].[CH2:22](Br)[CH:23]=[CH2:24]>>[CH3:1][S:2]([N:5]1[C:10]2[CH:11]=[C:12]([C:15]3[CH2:16][CH2:17][C:18](=[O:21])[N:19]([CH2:24][CH:23]=[CH2:22])[N:20]=3)[CH:13]=[CH:14][C:9]=2[O:8][CH2:7][CH2:6]1)(=[O:4])=[O:3]. Procedure details: 6-(3,4-Dihydro-4-methanesulfonyl-1,4(2H)-benzoxazin-6-yl)-2,3,4,5-tetrahydropyridazin-3-one was reacted with allyl bromide instead of methyl iodide, following the procedure of Example 9. The title compound was recovered, yield 2.03 g, mp 153°-155° C. The reactants are C1COCCO1, CCOC(C)=O, COc1ccccc1C(=O)c1ccc(Cl)nc1Cl, [NH4+], [OH-], O. Yields the product COc1ccccc1C(=O)c1ccc(Cl)nc1N. Reaction SMILES: [CH2:28]1[O:29][CH2:30][CH2:31][O:32][CH2:33]1.[CH3:22][CH2:23][O:24][C:25](=[O:26])[CH3:27].[Cl:1][c:2]1[n:3][c:4]([Cl:18])[cH:5][cH:6][c:7]1[C:8](=[O:9])[c:10]1[c:11]([O:16][CH3:17])[cH:12][cH:13][cH:14][cH:15]1.[NH4+:19].[OH-:20].[OH2:21]>>[c:2]1([NH2:19])[n:3][c:4]([Cl:18])[cH:5][cH:6][c:7]1[C:8](=[O:9])[c:10]1[c:11]([O:16][CH3:17])[cH:12][cH:13][cH:14][cH:15]1. Starting materials: [BH4-], [Li]CCCC, Brc1cnc(Br)c(OCc2ccccc2)c1, CN(C)C=O, Cc1ccccc1, CO, [Cl-], [NH4+], [Na+]. Product: OCc1ncc(Br)cc1OCc1ccccc1. RXN SMILES: [BH4-:27].[CH2:17]([Li:18])[CH2:19][CH2:20][CH3:21].[CH2:1]([c:2]1[cH:3][cH:4][cH:5][cH:6][cH:7]1)[O:8][c:9]1[c:10]([Br:16])[n:11][cH:12][c:13]([Br:15])[cH:14]1.[CH3:22][N:23]([CH:24]=[O:25])[CH3:26].[CH3:31][c:32]1[cH:33][cH:34][cH:35][cH:36][cH:37]1.[CH3:38][OH:39].[Cl-:29].[NH4+:30].[Na+:28]>>[CH2:1]([c:2]1[cH:3][cH:4][cH:5][cH:6][cH:7]1)[O:8][c:9]1[c:10]([CH2:24][OH:25])[n:11][cH:12][c:13]([Br:15])[cH:14]1. The reactants are CNC(N)=O, CCOC(C)=O, Cc1nnnn1-c1ccc(C(CC2CCCC2)C(=O)O)cc1C(F)(F)F, O=C(Cl)C(=O)Cl, Cl, Fc1ccccc1, c1ccncc1. Product: CNC(=O)NC(=O)C(CC1CCCC1)c1ccc(-n2nnnc2C)c(C(F)(F)F)c1. As a reaction SMILES: [CH3:33][NH:34][C:35](=[O:36])[NH2:37].[CH3:52][CH2:53][O:54][C:55](=[O:56])[CH3:57].[CH:1]1([CH2:6][CH:7]([C:8](=[O:9])[OH:10])[c:11]2[cH:12][c:13]([C:23]([F:24])([F:25])[F:26])[c:14](-[n:17]3[n:18][n:19][n:20][c:21]3[CH3:22])[cH:15][cH:16]2)[CH2:2][CH2:3][CH2:4][CH2:5]1.[Cl:27][C:28]([C:29]([Cl:30])=[O:31])=[O:32].[ClH:44].[F:45][c:46]1[cH:47][cH:48][cH:49][cH:50][cH:51]1.[cH:38]1[cH:39][cH:40][n:41][cH:42][cH:43]1>>[CH:1]1([CH2:6][CH:7]([C:8](=[O:10])[NH:37][C:35]([NH:34][CH3:33])=[O:36])[c:11]2[cH:12][c:13]([C:23]([F:24])([F:25])[F:26])[c:14](-[n:17]3[n:18][n:19][n:20][c:21]3[CH3:22])[cH:15][cH:16]2)[CH2:2][CH2:3][CH2:4][CH2:5]1. The reactants are [OH-].[Na+] (sodium hydroxide), C(=O)(OC)CC=1N2C(SC1)=CC(=C2)C2=CC=CC=C2 (3-carbomethoxymethyl-6-phenylpyrrolo[2,1-b] thiazole), CN(C=O)C (dimethylformamide), CN(C=O)C (dimethylformamide), P(=O)(Cl)(Cl)Cl (phosphorous oxychloride). Run in C(C)N(CC)CC (triethylamine), O (water). Reaction conditions: temperature -40 celsius, time 2 hour. Product: C(=O)(OC)CC=1N2C(SC1)=CC(=C2C=O)C2=CC=CC=C2 (3-carbomethoxymethyl-5-formyl-6-phenylpyrrolo[2,1-b] thiazole). As a reaction SMILES: [C:1]([CH2:5][C:6]1[N:7]2[CH:13]=[C:12]([C:14]3[CH:19]=[CH:18][CH:17]=[CH:16][CH:15]=3)[CH:11]=[C:8]2[S:9][CH:10]=1)([O:3][CH3:4])=[O:2].CN(C)[CH:22]=[O:23].P(Cl)(Cl)(Cl)=O.[OH-].[Na+]>O.C(N(CC)CC)C>[C:1]([CH2:5][C:6]1[N:7]2[C:13]([CH:22]=[O:23])=[C:12]([C:14]3[CH:19]=[CH:18][CH:17]=[CH:16][CH:15]=3)[CH:11]=[C:8]2[S:9][CH:10]=1)([O:3][CH3:4])=[O:2] |f:3.4|. Procedure: A solution of 200 mg. of 3-carbomethoxymethyl-6-phenylpyrrolo[2,1-b] thiazole in 2 ml. of dimethylformamide is cooled to -40°, and 500 mg of a 1:2 mixture of phosphorous oxychloride:dimethylformamide is added. The temperature of the reaction is maintained at -40° C. for 30 minutes, then 2 ml of triethylamine are added and the mixture allowed to warm to room temperature. After 2 hours, 2 ml of 10% sodium hydroxide solution are added; the reaction mixture is diluted with water and extracted four t... The reactants are BrCC1CC1, COC(=O)c1ccc(O)c(Cl)c1, CC(C)=O, [I-], [K+], [K+], [Na+], O=C([O-])[O-]. Product: COC(=O)c1ccc(OCC2CC2)c(Cl)c1. Reaction SMILES: [Br:21][CH2:22][CH:23]1[CH2:24][CH2:25]1.[CH3:1][O:2][C:3]([c:4]1[cH:5][c:6]([Cl:11])[c:7]([OH:10])[cH:8][cH:9]1)=[O:12].[CH3:26][C:27](=[O:28])[CH3:29].[I-:13].[K+:15].[K+:16].[Na+:14].[O-:17][C:18]([O-:19])=[O:20]>>[CH3:1][O:2][C:3]([c:4]1[cH:5][c:6]([Cl:11])[c:7]([O:10][CH2:22][CH:23]2[CH2:24][CH2:25]2)[cH:8][cH:9]1)=[O:12]. The reactants are COC(=O)c1nc(Cl)ccc1OCc1ccccc1, COCCOC, O, OB(O)Oc1ccccc1. As a reaction SMILES: [CH2:1]([c:2]1[cH:3][cH:4][cH:5][cH:6][cH:7]1)[O:8][c:9]1[c:10]([C:16](=[O:17])[O:18][CH3:19])[n:11][c:12]([Cl:15])[cH:13][cH:14]1.[CH3:31][O:32][CH2:33][CH2:34][O:35][CH3:36].[OH2:30].[c:20]1([O:26][B:27]([OH:28])[OH:29])[cH:21][cH:22][cH:23][cH:24][cH:25]1>>[CH2:1]([c:2]1[cH:3][cH:4][cH:5][cH:6][cH:7]1)[O:8][c:9]1[c:10]([C:16](=[O:17])[O:18][CH3:19])[n:11][c:12](-[c:20]2[cH:21][cH:22][cH:23][cH:24][cH:25]2)[cH:13][cH:14]1. Yields the product COC(=O)c1nc(-c2ccccc2)ccc1OCc1ccccc1. Reactants: solution, C(CCC)[Li] (n-butyllithium), substituted indene, CCCCCC (n-hexane). Run in C(C)OCC (diethyl ether). Run at time 2 hour. The product is C1(C=CC2=CC=CC=C12)[Li] (Indenyllithium). RXN SMILES: [CH2:1]([Li:5])[CH2:2][CH2:3][CH3:4].[CH3:6][CH2:7][CH2:8][CH2:9][CH2:10]C>C(OCC)C>[CH:1]1([Li:5])[C:10]2[C:4](=[CH:6][CH:7]=[CH:8][CH:9]=2)[CH:3]=[CH:2]1. Procedure: 18.8 ml (30.0 mmol) of a 1.60 molar solution of n-butyllithium in n-hexane are added dropwise at room temperature to a solution of 30.0 mmol of the appropriately substituted indene in 150 ml of diethyl ether. The mixture is stirred at this temperature for two hours. The solvent is removed in an oil pump vacuum and the residue is suspended overnight in 100 ml of pentane. The suspension is filtered through a frit and the residue is washed with a little pentane. The product is dried in an oil pump ...